describe an organic reaction: reactants, conditions, products, and yield From a dataset of the Open Reaction Database (ORD), a public repository of structured organic reaction records. Yields the product CC=CCOC(=O)N=[N+]=[N-]. Starting materials: ClCCl, CC(C)=O, CC=CCOC(=O)Cl, [N-]=[N+]=[N-], [Na+], O. As a reaction SMILES: [CH2:9]([Cl:10])[Cl:11].[CH3:5][C:6](=[O:7])[CH3:8].[Cl:12][C:13](=[O:14])[O:15][CH2:16][CH:17]=[CH:18][CH3:19].[N-:2]=[N+:3]=[N-:4].[Na+:1].[OH2:20]>>[N:2](=[N+:3]=[N-:4])[C:13](=[O:14])[O:15][CH2:16][CH:17]=[CH:18][CH3:19]. The reactants are C1(CCCCC1)N (cyclohexylamine), C1CCS(=O)(=O)OC1 (1,4-butane sultone). Run in O1CCOCC1 (1,4-dioxane). The product is C1(CCCCC1)NCCCCS(=O)(=O)O (4-(cyclohexylamino)-1-butanesulfonic acid). Isolated yield 52.0%. As a reaction SMILES: [CH:1]1([NH2:7])[CH2:6][CH2:5][CH2:4][CH2:3][CH2:2]1.[CH2:8]1[CH2:15][O:14][S:11](=[O:13])(=[O:12])[CH2:10][CH2:9]1>O1CCOCC1>[CH:1]1([NH:7][CH2:15][CH2:8][CH2:9][CH2:10][S:11]([OH:14])(=[O:13])=[O:12])[CH2:6][CH2:5][CH2:4][CH2:3][CH2:2]1. Procedure: To a solution of cyclohexylamine (2.0 g, 20.2 mmol) in 1,4-dioxane (13 mL) was added 1,4-butane sultone (2.61 g, 19.2 mmol). The solution was heated to reflux for 2 hours. The reaction was cooled to room temperature. The solid was collected by filtration, washed with acetone (2×20 mL) and dried in vacuo. Yield: 52%. 1H NMR (D2O, 500 MHz) δ ppm 2.95 (m, 3H), 2.81 (m, 2H), 1.92 (m, 2H), 1.67 (m, 6H), 1.52 (m, 1H), 1.18 (m, 4H), 1.02 (m, 1H). 13C (D2O, 125 MHz) δ ppm 57.32, 50.31, 44.01, 29.02, 24.... Starting materials: C1CCCCC12NC1(CCCCC1)NC2=O (7,14-diazadispiro[5.1.5.2]pentadecan-15-one), C1(=CC=CC2=CC=CC=C12)N=C=O (1-naphthyl isocyanate), N12CCN(CC1)CC2 (1,4-diazabicyclo[2.2.2]octane). Solvent: C1(=CC=CC=C1)C (toluene). Yields the product C1(=CC=CC2=CC=CC=C12)NC(=O)N1C2(NC3(CCCCC3)C1=O)CCCCC2 (14-naphthylcarbamoyl-7,14-diazadispiro[5.1.5.2]pentadecan-15-one). Reaction SMILES: [CH2:1]1[C:6]2([C:15](=[O:16])[NH:14][C:8]3([CH2:13][CH2:12][CH2:11][CH2:10][CH2:9]3)[NH:7]2)[CH2:5][CH2:4][CH2:3][CH2:2]1.[C:17]1([N:27]=[C:28]=[O:29])[C:26]2[C:21](=[CH:22][CH:23]=[CH:24][CH:25]=2)[CH:20]=[CH:19][CH:18]=1.N12CCN(CC1)CC2>C1(C)C=CC=CC=1>[C:17]1([NH:27][C:28]([N:14]2[C:15](=[O:16])[C:6]3([CH2:1][CH2:2][CH2:3][CH2:4][CH2:5]3)[NH:7][C:8]32[CH2:13][CH2:12][CH2:11][CH2:10][CH2:9]3)=[O:29])[C:26]2[C:21](=[CH:22][CH:23]=[CH:24][CH:25]=2)[CH:20]=[CH:19][CH:18]=1. Procedure details: 11.1 Parts of 7,14-diazadispiro[5.1.5.2]pentadecan-15-one, 8.50 parts of 1-naphthyl isocyanate and a trace of 1,4-diazabicyclo[2.2.2]octane in 125 parts of dry toluene were heated at reflux for 24 hours. After removal of the toluene by distillation under reduced pressure the residue was twice recrystallised from benzene to give 7.0 parts of 14-naphthylcarbamoyl-7,14-diazadispiro[5.1.5.2]pentadecan-15-one having a melting point of 157° to 160°C and the following elemental analysis by weight: The reactants are CN1CCN(c2cc3c(cc2F)c(=O)c(C(=O)O)cn3C23CC(C2)C3)CC1, Cl. The product is O=C(O)c1cn(C23CC(C2)C3)c2cc(N3CCNCC3)c(F)cc2c1=O. RXN SMILES: [C:1]12([n:6]3[cH:7][c:8]([C:25](=[O:26])[OH:27])[c:9](=[O:24])[c:10]4[cH:11][c:12]([F:23])[c:13]([N:16]5[CH2:17][CH2:18][N:19]([CH3:22])[CH2:20][CH2:21]5)[cH:14][c:15]34)[CH2:2][CH:3]([CH2:4]1)[CH2:5]2.[ClH:28]>>[C:1]12([n:6]3[cH:7][c:8]([C:25](=[O:26])[OH:27])[c:9](=[O:24])[c:10]4[cH:11][c:12]([F:23])[c:13]([N:16]5[CH2:17][CH2:18][NH:19][CH2:20][CH2:21]5)[cH:14][c:15]34)[CH2:2][CH:3]([CH2:4]1)[CH2:5]2. The reactants are C(CCC)C1=NOC(=C1/C=C/C=1SC(=C(N1)C)C(=O)O)C (2-[(E)-2-(3-butyl-5-methyl-isoxazol-4-yl)-vinyl]-4-methyl-thiazole-5-carboxylic acid), NC(CO)CC (rac-2-amino-1-butanol). Yields the product OCC(CC)NC(=O)C1=C(N=C(S1)\C=C\C=1C(=NOC1C)CCCC)C (Rac-2-[(E)-2-(3-Butyl-5-methyl-isoxazol-4-yl)-vinyl]-4-methyl-thiazole-5-carboxylic acid (1-hydroxymethyl-propyl)-amide). Yield: 52.0%. Reaction SMILES: [CH2:1]([C:5]1[C:9](/[CH:10]=[CH:11]/[C:12]2[S:13][C:14]([C:18]([OH:20])=O)=[C:15]([CH3:17])[N:16]=2)=[C:8]([CH3:21])[O:7][N:6]=1)[CH2:2][CH2:3][CH3:4].[NH2:22][CH:23]([CH2:26][CH3:27])[CH2:24][OH:25]>>[OH:25][CH2:24][CH:23]([NH:22][C:18]([C:14]1[S:13][C:12](/[CH:11]=[CH:10]/[C:9]2[C:5]([CH2:1][CH2:2][CH2:3][CH3:4])=[N:6][O:7][C:8]=2[CH3:21])=[N:16][C:15]=1[CH3:17])=[O:20])[CH2:26][CH3:27]. Reported procedure: As described for example 102, 2-[(E)-2-(3-butyl-5-methyl-isoxazol-4-yl)-vinyl]-4-methyl-thiazole-5-carboxylic acid (153 mg, 0.5 mmol) was converted, using rac-2-amino-1-butanol instead of 1,1-dimethylhydrazine, to the title compound (98 mg, 52%) which was obtained as a white solid after purification by chromatography (silica, 50 to 100% ethyl acetate in heptane). MS: m/e=378.3 [M+H]+. Starting materials: C=CCOc1cc(N2CCOCC2)cc(F)c1[N+](=O)[O-], C1CCOC1, S. Product: C=CCOc1cc(N2CCOCC2)cc(F)c1N. RXN SMILES: [CH2:2]([CH:3]=[CH2:4])[O:5][c:6]1[cH:7][c:8]([N:16]2[CH2:17][CH2:18][O:19][CH2:20][CH2:21]2)[cH:9][c:10]([F:15])[c:11]1[N+:12]([O-:13])=[O:14].[O:22]1[CH2:23][CH2:24][CH2:25][CH2:26]1.[S:1]>>[CH2:2]([CH:3]=[CH2:4])[O:5][c:6]1[cH:7][c:8]([N:16]2[CH2:17][CH2:18][O:19][CH2:20][CH2:21]2)[cH:9][c:10]([F:15])[c:11]1[NH2:12]. Reactants: O=C([O-])[O-], CCOc1cc(O)cc(C(=O)OC)c1, [Cs+], [Cs+], FC(F)(F)CI. The product is CCOc1cc(OCC(F)(F)F)cc(C(=O)OC)c1. Reaction SMILES: [C:21](=[O:22])([O-:23])[O-:24].[CH3:1][O:2][C:3]([c:4]1[cH:5][c:6]([O:11][CH2:12][CH3:13])[cH:7][c:8]([OH:10])[cH:9]1)=[O:14].[Cs+:25].[Cs+:26].[F:15][C:16]([CH2:17][I:18])([F:19])[F:20]>>[CH3:1][O:2][C:3]([c:4]1[cH:5][c:6]([O:11][CH2:12][CH3:13])[cH:7][c:8]([O:10][CH2:17][C:16]([F:15])([F:19])[F:20])[cH:9]1)=[O:14].